From a dataset of the Open Reaction Database (ORD), a public repository of structured organic reaction records. describe an organic reaction: reactants, conditions, products, and yield The reactants are C=O (Paraformaldehyde), OS(=O)(=O)O (H2SO4), NCC1CCC2(OCCO2)CC1 (8-aminomethyl-1,4-dioxaspiro[4,5]decane), CCO (EtOH). Product: N12CC3C(C(CC(C1)C3)C2)=O (1-azatricyclo[3.3.1.13,7 ]decane-4-one). Isolated yield 69.0%. Reaction SMILES: [CH2:1]=O.OS(O)(=O)=O.[NH2:8][CH2:9][CH:10]1[CH2:19]C[C:13]2(OCCO2)[CH2:12][CH2:11]1.[CH3:20][CH2:21][OH:22]>>[N:8]12[CH2:13][CH:12]3[CH2:11][CH:10]([CH2:19][CH:20]([C:21]3=[O:22])[CH2:1]1)[CH2:9]2. Reported procedure: Paraformaldehyde (2.2 g), in 320 ml 2% v/v H2SO4, is heated to boiling and 2.7 g (0.016 mole) of 8-aminomethyl-1,4-dioxaspiro[4,5]decane in 20 ml EtOH, is added over 4 hours. This mixture is then heated at reflux for 24 hours. The cooled reaction is washed with dichloromethane, then basified with 10N NaOH and extracted with dichloromethane. The combined extracts are dried over MgSO4 and stripped to dryness, giving 1.68 g (69%) of product. Reactants: C(Cl)Cl (CH2Cl2), CS(=O)(=O)Cl (methanesulfonyl chloride), Cl.ClC1=C(CNC(=O)NC=2C=NC(=CC2)C)C=C(C=C1)CN1CCNCC1 (1-(2-chloro-5-(piperazin-1-ylmethyl)benzyl)-3-(6-methylpyridin-3-yl)urea hydrochloride salt), CCN(C(C)C)C(C)C (DIPEA). The reagents and catalysts are CN(C)C=1C=CN=CC1 (DMAP). Solvent: CCOC(=O)C (EtOAc). Conditions: time 16 hour. The product is ClC1=C(CNC(=O)NC=2C=NC(=CC2)C)C=C(C=C1)CN1CCN(CC1)S(=O)(=O)C (1-(2-chloro-5-((4-(methylsulfonyl)piperazin-1-yl)methyl)benzyl)-3-(6-methylpyridin-3-yl)urea). As a reaction SMILES: Cl.[Cl:2][C:3]1[CH:20]=[CH:19][C:18]([CH2:21][N:22]2[CH2:27][CH2:26][NH:25][CH2:24][CH2:23]2)=[CH:17][C:4]=1[CH2:5][NH:6][C:7]([NH:9][C:10]1[CH:11]=[N:12][C:13]([CH3:16])=[CH:14][CH:15]=1)=[O:8].C(Cl)Cl.CCN(C(C)C)C(C)C.[CH3:40][S:41](Cl)(=[O:43])=[O:42]>CN(C1C=CN=CC=1)C.CCOC(C)=O>[Cl:2][C:3]1[CH:20]=[CH:19][C:18]([CH2:21][N:22]2[CH2:23][CH2:24][N:25]([S:41]([CH3:40])(=[O:43])=[O:42])[CH2:26][CH2:27]2)=[CH:17][C:4]=1[CH2:5][NH:6][C:7]([NH:9][C:10]1[CH:11]=[N:12][C:13]([CH3:16])=[CH:14][CH:15]=1)=[O:8] |f:0.1|. Reported procedure: In a 20 mL scintillation vial equipped with a stir bar, 1-(2-chloro-5-(piperazin-1-ylmethyl)benzyl)-3-(6-methylpyridin-3-yl)urea hydrochloride salt (367 mg, 654 □mol) and DMAP (2 mg) were sealed with a septum cap and maintained under a positive nitrogen pressure. To the mixture was added 6 mL of anyhydrous CH2Cl2, followed by DIPEA (520 □L, 2.94 mmol) and methanesulfonyl chloride (70 □L, 785 □mol). The reaction mixture was stirred for 16 h. The reaction mixture was diluted with 6 mL of EtOAc. Th... Starting materials: BrC=1C=C2CCN=C(C2=CC1)O (6-Bromo-1-hydroxy-3,4-dihydroisoquinoline), C(CC1=CC=CC=C1)Br (phenethyl bromide), [OH-].[Na+] (NaOH). The reagents and catalysts are [Br-].C(CCC)[N+](CCCC)(CCCC)CCCC (tetrabutylammonium bromide). Run in C1(=CC=CC=C1)C (toluene), CC(C)(C)OC (MTBE). Reaction conditions: temperature 70 celsius. Yields the product BrC=1C=C2CCN(C(C2=CC1)=O)CCC1=CC=CC=C1 (6-bromo-2-phenethyl-3,4-dihydroisoquinolin-1-one). Yield: 45.9%. As a reaction SMILES: [Br:1][C:2]1[CH:3]=[C:4]2[C:9](=[CH:10][CH:11]=1)[C:8]([OH:12])=[N:7][CH2:6][CH2:5]2.[CH2:13](Br)[CH2:14][C:15]1[CH:20]=[CH:19][CH:18]=[CH:17][CH:16]=1.[OH-].[Na+]>[Br-].C([N+](CCCC)(CCCC)CCCC)CCC.C1(C)C=CC=CC=1.CC(OC)(C)C>[Br:1][C:2]1[CH:3]=[C:4]2[C:9](=[CH:10][CH:11]=1)[C:8](=[O:12])[N:7]([CH2:13][CH2:14][C:15]1[CH:20]=[CH:19][CH:18]=[CH:17][CH:16]=1)[CH2:6][CH2:5]2 |f:2.3,4.5|. Reported procedure: 6-Bromo-1-hydroxy-3,4-dihydroisoquinoline (300 mg, 1.33 mmol, 1.0 equiv), tetrabutylammonium bromide (50 mg, 0.13 mmol, 0.10 equiv), and phenethyl bromide (220 uL, 1.6 mmol, 1.2 equiv) were combined in toluene (14 mL) and treated with 50% aq. NaOH (3 mL), and the resulting mixture stirred rapidly while heating to 70° C. After heating for 14 hours, the mixture was diluted with MTBE and washed with water, saturated NaHCO3, and brine. The organic phase was dried over Na2SO4. Addition of silica gel,...